This data is from the Open Reaction Database (ORD), a public repository of structured organic reaction records. The task is: describe an organic reaction: reactants, conditions, products, and yield Starting materials: BrC=1C=C(C=CC1)C(=O)C1=C(C=C(C(=C1)OC)OC)NC(CC=1SC=CC1)=O (N-{2-[(3-bromophenyl)carbonyl]-4,5-dimethoxyphenyl}-2-(thiophen-2-yl)acetamide), CC(C)(C)[O-].[K+] (t-BuOK). The solvent is C1CCOC1 (THF). Reaction conditions: time 1 hour. Yields the product BrC=1C=C(C=CC1)C1=C(C(NC2=CC(=C(C=C12)OC)OC)=O)C=1SC=CC1 (4-(3-bromophenyl)-6,7-dimethoxy-3-(thiophen-2-yl)quinolin-2(1H)-one). As a reaction SMILES: [Br:1][C:2]1[CH:3]=[C:4]([C:8]([C:10]2[CH:15]=[C:14]([O:16][CH3:17])[C:13]([O:18][CH3:19])=[CH:12][C:11]=2[NH:20][C:21](=[O:28])[CH2:22][C:23]2[S:24][CH:25]=[CH:26][CH:27]=2)=O)[CH:5]=[CH:6][CH:7]=1.CC([O-])(C)C.[K+]>C1COCC1>[Br:1][C:2]1[CH:3]=[C:4]([C:8]2[C:10]3[C:11](=[CH:12][C:13]([O:18][CH3:19])=[C:14]([O:16][CH3:17])[CH:15]=3)[NH:20][C:21](=[O:28])[C:22]=2[C:23]2[S:24][CH:25]=[CH:26][CH:27]=2)[CH:5]=[CH:6][CH:7]=1 |f:1.2|. Procedure details: To a solution of N-{2-[(3-bromophenyl)carbonyl]-4,5-dimethoxyphenyl}-2-(thiophen-2-yl)acetamide (8 g, 17.4 mmol) in dry THF (80 mL) was added t-BuOK (6 g 52.1 mmol) in portions at 0° C. The reaction mixture was stirred for 1 hour and concentrated under reduced pressure. The residue was diluted with EtOAc (50 mL). The combined organic layers were dried over anhydrous MgSO4, filtered and concentrated in vacuum to afford 4-(3-bromophenyl)-6,7-dimethoxy-3-(thiophen-2-yl)quinolin-2(1H)-one. MS (M+H)=... Starting materials: C(C1=CC=CC=C1)N (benzylamine), ClC=1N=C(C2=C(N1)SC(=C2Cl)C)Cl (2,4,5-trichloro-6-methyl-thieno-[2,3-d]-pyrimidine). The product is ClC=1N=C(C2=C(N1)SC(=C2Cl)C)NCC2=CC=CC=C2 (2,5-dichloro-6-methyl-4-benzylamino-thieno-[2,3-d]-pyrimidine). Reaction SMILES: [CH2:1]([NH2:8])[C:2]1[CH:7]=[CH:6][CH:5]=[CH:4][CH:3]=1.[Cl:9][C:10]1[N:11]=[C:12](Cl)[C:13]2[C:18]([Cl:19])=[C:17]([CH3:20])[S:16][C:14]=2[N:15]=1>>[Cl:9][C:10]1[N:11]=[C:12]([NH:8][CH2:1][C:2]2[CH:7]=[CH:6][CH:5]=[CH:4][CH:3]=2)[C:13]2[C:18]([Cl:19])=[C:17]([CH3:20])[S:16][C:14]=2[N:15]=1. Procedure details: Following the procedure of Example 1, the reaction of benzylamine with 2,4,5-trichloro-6-methyl-thieno-[2,3-d]-pyrimidine yields 2,5-dichloro-6-methyl-4-benzylamino-thieno-[2,3-d]-pyrimidine. The reactants are C(C)(C)(C)OC(NC1(COC1)C(NC1(CC1)C1=NC=CC=C1)=O)=O ([3-(1-pyridin-2-yl-cyclopropylcarbamoyl)-oxetan-3-yl]-carbamic acid tert-butyl ester), C(=O)(C(F)(F)F)O (TFA). Run in C(Cl)Cl (CH2Cl2). Reaction conditions: time 17 hour. The product is C(=O)O.N1=C(C=CC=C1)C1(CC1)NC(=O)C1(COC1)N (3-amino-oxetane-3-carboxylic acid (1-pyridin-2-yl-cyclopropyl)-amide formate). Yield: 85.9%. As a reaction SMILES: C([O:5][C:6](=[O:24])[NH:7][C:8]1([C:12](=[O:23])[NH:13][C:14]2([C:17]3[CH:22]=[CH:21][CH:20]=[CH:19][N:18]=3)[CH2:16][CH2:15]2)[CH2:11][O:10][CH2:9]1)(C)(C)C.C(O)(C(F)(F)F)=O>C(Cl)Cl>[CH:6]([OH:24])=[O:5].[N:18]1[CH:19]=[CH:20][CH:21]=[CH:22][C:17]=1[C:14]1([NH:13][C:12]([C:8]2([NH2:7])[CH2:11][O:10][CH2:9]2)=[O:23])[CH2:16][CH2:15]1 |f:3.4|. Procedure: To a solution of [3-(1-pyridin-2-yl-cyclopropylcarbamoyl)-oxetan-3-yl]-carbamic acid tert-butyl ester (100 mg, 0.30 mmol) in CH2Cl2 (2 mL) was added TFA (1 mL). The solution was stirred at room temperature for 17 h and then concentrated in vacuo. The residue was purified by reverse phase HPLC to give 3-amino-oxetane-3-carboxylic acid (1-pyridin-2-yl-cyclopropyl)-amide formate as a white powder (72 mg, 86%) after lyophilization, m/z 234 (free base) [M+1]+. Reactants: Cc1cccc(O)c1, COc1ccc2c(Cl)nc(Nc3cc[nH]n3)cc2c1. The product is COc1ccc2c(Oc3cccc(C)c3)nc(Nc3cc[nH]n3)cc2c1. As a reaction SMILES: [CH3:20][c:21]1[cH:22][c:23]([OH:27])[cH:24][cH:25][cH:26]1.[Cl:1][c:2]1[n:3][c:4]([NH:14][c:15]2[n:16][nH:17][cH:18][cH:19]2)[cH:5][c:6]2[cH:7][c:8]([O:12][CH3:13])[cH:9][cH:10][c:11]12>>[c:2]1([O:27][c:23]2[cH:22][c:21]([CH3:20])[cH:26][cH:25][cH:24]2)[n:3][c:4]([NH:14][c:15]2[n:16][nH:17][cH:18][cH:19]2)[cH:5][c:6]2[cH:7][c:8]([O:12][CH3:13])[cH:9][cH:10][c:11]12. Starting materials: O (Water), COC(CC1=CC2=CC=C(C=C2C(=C1C)B1OC(C(O1)(C)C)(C)C)F)=O ([6-fluoro-3-methyl-4-(4,4,5,5-tetra methyl-[1,3,2]-dioxaborolan-2-yl)-naphthalen-2-yl]-acetic acid methyl ester), BrC1=CC=C(C=C1)S(=O)(=O)NCCO (4-bromo-N-(2-hydroxyethyl)-benzenesulfonamide), C([O-])([O-])=O.[Na+].[Na+] (sodium carbonate). Reagents/catalysts: C=1C=CC(=CC1)[P](C=2C=CC=CC2)(C=3C=CC=CC3)[Pd]([P](C=4C=CC=CC4)(C=5C=CC=CC5)C=6C=CC=CC6)([P](C=7C=CC=CC7)(C=8C=CC=CC8)C=9C=CC=CC9)[P](C=1C=CC=CC1)(C=1C=CC=CC1)C=1C=CC=CC1 (Tetrakis(triphenylphosphine)palladium(0)). Run in C(OC)COC (dimethoxyethane). Yields the product COC(CC1=CC2=CC=C(C=C2C(=C1C)C1=CC=C(C=C1)S(NCCO)(=O)=O)F)=O ({6-fluoro-4-[4-(2-hydroxyethylsulfamoyl)-phenyl]-3-methyl-naphthalen-2-yl}-acetic acid methyl ester). Yield: 29.0%. Reaction SMILES: [CH3:1][O:2][C:3](=[O:26])[CH2:4][C:5]1[C:14]([CH3:15])=[C:13](B2OC(C)(C)C(C)(C)O2)[C:12]2[C:7](=[CH:8][CH:9]=[C:10]([F:25])[CH:11]=2)[CH:6]=1.Br[C:28]1[CH:33]=[CH:32][C:31]([S:34]([NH:37][CH2:38][CH2:39][OH:40])(=[O:36])=[O:35])=[CH:30][CH:29]=1.C(=O)([O-])[O-].[Na+].[Na+].O>C(COC)OC.C1C=CC([P]([Pd]([P](C2C=CC=CC=2)(C2C=CC=CC=2)C2C=CC=CC=2)([P](C2C=CC=CC=2)(C2C=CC=CC=2)C2C=CC=CC=2)[P](C2C=CC=CC=2)(C2C=CC=CC=2)C2C=CC=CC=2)(C2C=CC=CC=2)C2C=CC=CC=2)=CC=1>[CH3:1][O:2][C:3](=[O:26])[CH2:4][C:5]1[C:14]([CH3:15])=[C:13]([C:28]2[CH:29]=[CH:30][C:31]([S:34](=[O:35])(=[O:36])[NH:37][CH2:38][CH2:39][OH:40])=[CH:32][CH:33]=2)[C:12]2[C:7](=[CH:8][CH:9]=[C:10]([F:25])[CH:11]=2)[CH:6]=1 |f:2.3.4,^1:57,59,78,97|. Reported procedure: A stirred solution of [6-fluoro-3-methyl-4-(4,4,5,5-tetra methyl-[1,3,2]-dioxaborolan-2-yl)-naphthalen-2-yl]-acetic acid methyl ester (0.200 g, 0.56 mmol) in dimethoxyethane (5 mL) was purged with argon for 5 minutes at room temperature. Tetrakis(triphenylphosphine)palladium(0) (0.065 g, 0.056 mmol), 4-bromo-N-(2-hydroxyethyl)-benzenesulfonamide (0.157 g, 0.56 mmol) and 2.0 M aqueous sodium carbonate (0.8 mL, 1.6 mmol) were added simultaneously to the reaction mixture under argon. The reaction w... Starting materials: CN(CCCNC(C1=CC=C(C=C1)N(C)C)=O)C (N-(3-Dimethylaminopropyl)p-dimethylamino benzamide), C(CCCCCCCCCCCCCCCCC)Cl (stearylchloride). Run at time 3 hour. The product is [Cl-].C(CCCCCCCCCCCCCCCCC)[N+](C)(C)CCCNC(C1=CC=C(C=C1)N(C)C)=O (Stearyl-[3-(p-Dimethylaminobenzamido)propyl]-Dimethylammonium Chloride). RXN SMILES: [CH3:1][N:2]([CH3:18])[CH2:3][CH2:4][CH2:5][NH:6][C:7](=[O:17])[C:8]1[CH:13]=[CH:12][C:11]([N:14]([CH3:16])[CH3:15])=[CH:10][CH:9]=1.[CH2:19]([Cl:37])[CH2:20][CH2:21][CH2:22][CH2:23][CH2:24][CH2:25][CH2:26][CH2:27][CH2:28][CH2:29][CH2:30][CH2:31][CH2:32][CH2:33][CH2:34][CH2:35][CH3:36]>>[Cl-:37].[CH2:19]([N+:2]([CH2:3][CH2:4][CH2:5][NH:6][C:7](=[O:17])[C:8]1[CH:13]=[CH:12][C:11]([N:14]([CH3:16])[CH3:15])=[CH:10][CH:9]=1)([CH3:18])[CH3:1])[CH2:20][CH2:21][CH2:22][CH2:23][CH2:24][CH2:25][CH2:26][CH2:27][CH2:28][CH2:29][CH2:30][CH2:31][CH2:32][CH2:33][CH2:34][CH2:35][CH3:36] |f:2.3|. Procedure: 25.6 g of N-(3-dimethylaminopropyl)-p-dimethylaminobenzamide (0.103 mole) from Example 1 and 28.6 g of stearylchloride (0.099 mole) were melted together and kept at 130° C. for 3 hours. Product was crystallized from 250 ml of methylethylketone. Yield was 42 g (77% of theoretical yield). Starting materials: ClC(CCC(OC)Cl)OC (1,4-dichloro-1,4-dimethoxybutane), C(C1=CC=CC=C1)OC1=CC=C(C=C1)CC(C(=O)OCC)N (ethyl 3-(4-benzyloxyphenyl)-2-aminopropionate). Run in ClCCl (dichloromethane). Reaction conditions: time 18 hour. Yields the product C(C1=CC=CC=C1)OC1=CC=C(C=C1)CC(C(=O)OCC)N1C=CC=C1 (Ethyl 3-(4-benzyloxyphenyl)-2-(pyrrole-1-yl)propionate). Isolated yield 26.0%. RXN SMILES: Cl[CH:2](OC)[CH2:3][CH2:4][CH:5](Cl)OC.[CH2:11]([O:18][C:19]1[CH:24]=[CH:23][C:22]([CH2:25][CH:26]([NH2:32])[C:27]([O:29][CH2:30][CH3:31])=[O:28])=[CH:21][CH:20]=1)[C:12]1[CH:17]=[CH:16][CH:15]=[CH:14][CH:13]=1>ClCCl>[CH2:11]([O:18][C:19]1[CH:24]=[CH:23][C:22]([CH2:25][CH:26]([N:32]2[CH:5]=[CH:4][CH:3]=[CH:2]2)[C:27]([O:29][CH2:30][CH3:31])=[O:28])=[CH:21][CH:20]=1)[C:12]1[CH:17]=[CH:16][CH:15]=[CH:14][CH:13]=1. Procedure: 1,4-dichloro-1,4-dimethoxybutane (3.30 g) was added to a solution of ethyl 3-(4-benzyloxyphenyl)-2-aminopropionate (3.30 g) in dichloromethane (80 ml) and then amberlyst A-21 (20 g) was added to the mixture. The mixture was stirred at ambient temperature for 18 hours and the reaction mixture was filtered. The filtrate was concentrated and the residue was purified via chromatography on a silica gel column using ethyl acetate/hexane=1/5 as the eluant to afford the desired compound (1.00 g) as a sy... The reactants are C1CCCCC1, CC(OS(C)(=O)=O)(c1ccc2cc(Br)ccc2n1)C(F)(F)F, C[Al](C)C. Product: CC(C)(c1ccc2cc(Br)ccc2n1)C(F)(F)F. Reaction SMILES: [CH2:27]1[CH2:28][CH2:29][CH2:30][CH2:31][CH2:32]1.[CH3:1][S:2]([O:3][C:6]([C:7]([F:8])([F:9])[F:10])([CH3:11])[c:12]1[n:13][c:14]2[cH:15][cH:16][c:17]([Br:22])[cH:18][c:19]2[cH:20][cH:21]1)(=[O:4])=[O:5].[CH3:23][Al:24]([CH3:25])[CH3:26]>>[C:6]([C:7]([F:8])([F:9])[F:10])([CH3:11])([c:12]1[n:13][c:14]2[cH:15][cH:16][c:17]([Br:22])[cH:18][c:19]2[cH:20][cH:21]1)[CH3:23]. Reactants: C1CCNCC1, CCO, N#Cc1cccnc1N1CCN(c2cc(NC3CC3)n3ncc(C=O)c3n2)CC1, O=C1CNC(=O)N1, O. The product is N#Cc1cccnc1N1CCN(c2cc(NC3CC3)n3ncc(C=C4NC(=O)NC4=O)c3n2)CC1. As a reaction SMILES: [CH2:37]1[CH2:38][CH2:39][NH:40][CH2:41][CH2:42]1.[CH3:43][CH2:44][OH:45].[CH:8]1([NH:11][c:12]2[cH:13][c:14]([N:23]3[CH2:24][CH2:25][N:26]([c:29]4[c:30]([C:31]#[N:32])[cH:33][cH:34][cH:35][n:36]4)[CH2:27][CH2:28]3)[n:15][c:16]3[n:17]2[n:18][cH:19][c:20]3[CH:21]=[O:22])[CH2:9][CH2:10]1.[O:1]=[C:2]1[CH2:3][NH:4][C:5](=[O:6])[NH:7]1.[OH2:46]>>[O:1]=[C:2]1[C:3](=[CH:21][c:20]2[c:16]3[n:15][c:14]([N:23]4[CH2:24][CH2:25][N:26]([c:29]5[c:30]([C:31]#[N:32])[cH:33][cH:34][cH:35][n:36]5)[CH2:27][CH2:28]4)[cH:13][c:12]([NH:11][CH:8]4[CH2:9][CH2:10]4)[n:17]3[n:18][cH:19]2)[NH:4][C:5](=[O:6])[NH:7]1. Starting materials: Cl (hydrogen chloride), BrCCCCN1C(=O)C2C(CCCC2)C1=O (N-(4-bromobutyl)cyclohexane-1,2-dicarboximide), N1=C(N=CC=C1)N1CCNCC1 (1-(2-pyrimidyl)piperazine), C([O-])([O-])=O.[K+].[K+] (potassium carbonate). The solvent is CN(C=O)C (dimethylformamide). Run at time 9 hour. The product is Cl.N1=C(N=CC=C1)N1CCN(CC1)CCCCN1C(=O)C2C(CCCC2)C1=O (N-[4-{4-(2-pyrimidinyl)-1-piperazinyl}butyl]cyclohexane-1,2-dicarboximide hydrochloride). As a reaction SMILES: Br[CH2:2][CH2:3][CH2:4][CH2:5][N:6]1[C:15](=[O:16])[CH:10]2[CH2:11][CH2:12][CH2:13][CH2:14][CH:9]2[C:7]1=[O:8].[N:17]1[CH:22]=[CH:21][CH:20]=[N:19][C:18]=1[N:23]1[CH2:28][CH2:27][NH:26][CH2:25][CH2:24]1.C(=O)([O-])[O-].[K+].[K+].[ClH:35]>CN(C)C=O>[ClH:35].[N:17]1[CH:22]=[CH:21][CH:20]=[N:19][C:18]=1[N:23]1[CH2:28][CH2:27][N:26]([CH2:2][CH2:3][CH2:4][CH2:5][N:6]2[C:15](=[O:16])[CH:10]3[CH2:11][CH2:12][CH2:13][CH2:14][CH:9]3[C:7]2=[O:8])[CH2:25][CH2:24]1 |f:2.3.4,7.8|. Procedure details: A mixture of N-(4-bromobutyl)cyclohexane-1,2-dicarboximide (10.00 g), 1-(2-pyrimidyl)piperazine (4.75 g), anhydrous potassium carbonate powder (8.00 g) and anhydrous dimethylformamide (100 ml) was stirred at 100°-110° C. for 9 hours. The solvent was removed from the reaction mixture under reduced pressure, and the residue was purified by chromatography to give an oily substance, which was then treated with hydrogen chloride to give N-[4-{4-(2-pyrimidinyl)-1-piperazinyl}butyl]cyclohexane-1,2-dica...